This data is from the Open Reaction Database (ORD), a public repository of structured organic reaction records. The task is: describe an organic reaction: reactants, conditions, products, and yield Starting materials: ClCCCBr, O=C([O-])[O-], CC(C)=O, O=CNc1ccc(Cl)c(Cl)c1, [Cs+], [Cs+]. The product is O=CN(CCCCl)c1ccc(Cl)c(Cl)c1. As a reaction SMILES: [Br:12][CH2:13][CH2:14][CH2:15][Cl:16].[C:17](=[O:18])([O-:19])[O-:20].[CH3:23][C:24](=[O:25])[CH3:26].[Cl:1][c:2]1[cH:3][c:4]([NH:5][CH:6]=[O:7])[cH:8][cH:9][c:10]1[Cl:11].[Cs+:21].[Cs+:22]>>[Cl:1][c:2]1[cH:3][c:4]([N:5]([CH:6]=[O:7])[CH2:13][CH2:14][CH2:15][Cl:16])[cH:8][cH:9][c:10]1[Cl:11]. Reactants: CCCCc1nc(C(C)O)c(C(=O)OCC)n1Cc1ccc(-c2ccccc2-c2nnnn2C(c2ccccc2)(c2ccccc2)c2ccccc2)cc1, CC(=O)O. The product is CCCCc1nc(C(C)O)c(C(=O)OCC)n1Cc1ccc(-c2ccccc2-c2nnn[nH]2)cc1. As a reaction SMILES: [CH2:1]([CH2:2][CH2:3][CH3:4])[c:5]1[n:6]([CH2:18][c:19]2[cH:20][cH:21][c:22](-[c:25]3[c:26](-[c:31]4[n:32][n:33][n:34][n:35]4[C:36]([c:37]4[cH:38][cH:39][cH:40][cH:41][cH:42]4)([c:43]4[cH:44][cH:45][cH:46][cH:47][cH:48]4)[c:49]4[cH:50][cH:51][cH:52][cH:53][cH:54]4)[cH:27][cH:28][cH:29][cH:30]3)[cH:23][cH:24]2)[c:7]([C:13](=[O:14])[O:15][CH2:16][CH3:17])[c:8]([CH:10]([CH3:11])[OH:12])[n:9]1.[CH3:55][C:56](=[O:57])[OH:58]>>[CH2:1]([CH2:2][CH2:3][CH3:4])[c:5]1[n:6]([CH2:18][c:19]2[cH:20][cH:21][c:22](-[c:25]3[c:26](-[c:31]4[n:32][n:33][n:34][nH:35]4)[cH:27][cH:28][cH:29][cH:30]3)[cH:23][cH:24]2)[c:7]([C:13](=[O:14])[O:15][CH2:16][CH3:17])[c:8]([CH:10]([CH3:11])[OH:12])[n:9]1. Starting materials: C(C)N1N=CC=2C1=NC1=CC=C(C=C1C2NCC2CCCCC2)C(=O)OC (1-ethyl-6-methoxycarbonyl-N-(cyclohexylmethyl)-1H-pyrazolo[3,4-b]quinoline-4-amine), C(C)O (ethanol), [OH-].[K+] (KOH). Solvent: O (water). Reaction conditions: time 8 hour. The product is C(C)N1N=CC=2C1=NC1=CC=C(C=C1C2NCC2CCCCC2)C(=O)O (1-ethyl-6-carboxy-N-(cyclohexylmethyl)-1H-pyrazolo[3,4 -b]quinolin-4-amine). Yield: 74.3%. RXN SMILES: [CH2:1]([N:3]1[C:7]2=[N:8][C:9]3[C:14]([C:15]([NH:16][CH2:17][CH:18]4[CH2:23][CH2:22][CH2:21][CH2:20][CH2:19]4)=[C:6]2[CH:5]=[N:4]1)=[CH:13][C:12]([C:24]([O:26]C)=[O:25])=[CH:11][CH:10]=3)[CH3:2].C(O)C.[OH-].[K+]>O>[CH2:1]([N:3]1[C:7]2=[N:8][C:9]3[C:14]([C:15]([NH:16][CH2:17][CH:18]4[CH2:19][CH2:20][CH2:21][CH2:22][CH2:23]4)=[C:6]2[CH:5]=[N:4]1)=[CH:13][C:12]([C:24]([OH:26])=[O:25])=[CH:11][CH:10]=3)[CH3:2] |f:2.3|. Reported procedure: A mixture of 1-ethyl-6-methoxycarbonyl-N-(cyclohexylmethyl)-1H-pyrazolo[3,4-b]quinoline-4-amine (1.4 g), ethanol (90 mL), KOH (2 g) and water (10 mL) was stirred at room temperature overnight. The reaction mixture was evaporated and the residue was partitioned between CH2Cl2 and water. The aqueous layer was separated, acidified with acetic acid and the solid which formed was collected by filtration and dried. The solid was recrystallized from hot acetic acid (50 mL) to afford 1.0 g of 1-ethyl-6-...